From a dataset of the Open Reaction Database (ORD), a public repository of structured organic reaction records. describe an organic reaction: reactants, conditions, products, and yield The reactants are CCOC(C)=O, [Cl-], Cl, O=N[O-], COC(=O)c1nc(Cl)cnc1N, [Na+], C1CCOC1, O. Product: COC(=O)c1nc(Cl)cnc1Cl. As a reaction SMILES: [CH3:18][CH2:19][O:20][C:21](=[O:22])[CH3:23].[Cl-:17].[ClH:24].[N:13]([O-:14])=[O:15].[NH2:1][c:2]1[c:3]([C:9](=[O:10])[O:11][CH3:12])[n:4][c:5]([Cl:8])[cH:6][n:7]1.[Na+:16].[O:25]1[CH2:26][CH2:27][CH2:28][CH2:29]1.[OH2:30]>>[c:2]1([Cl:17])[c:3]([C:9](=[O:10])[O:11][CH3:12])[n:4][c:5]([Cl:8])[cH:6][n:7]1. Reactants: CCOC(=O)CBr, CCN(C(C)C)C(C)C, O=C(c1cccnc1Oc1cc(Cl)ccc1Cl)N1CCNc2ccccc21, CN(C)C=O. Product: CCOC(=O)CN1CCN(C(=O)c2cccnc2Oc2cc(Cl)ccc2Cl)c2ccccc21. As a reaction SMILES: [Br:37][CH2:38][C:39](=[O:40])[O:41][CH2:42][CH3:43].[CH2:28]([N:29]([CH:30]([CH3:31])[CH3:32])[CH:33]([CH3:34])[CH3:35])[CH3:36].[Cl:1][c:2]1[c:3]([O:4][c:5]2[n:6][cH:7][cH:8][cH:9][c:10]2[C:11](=[O:12])[N:13]2[CH2:14][CH2:15][NH:16][c:17]3[cH:18][cH:19][cH:20][cH:21][c:22]32)[cH:23][c:24]([Cl:27])[cH:25][cH:26]1.[O:44]=[CH:45][N:46]([CH3:47])[CH3:48]>>[Cl:1][c:2]1[c:3]([O:4][c:5]2[n:6][cH:7][cH:8][cH:9][c:10]2[C:11](=[O:12])[N:13]2[CH2:14][CH2:15][N:16]([CH2:38][C:39](=[O:40])[O:41][CH2:42][CH3:43])[c:17]3[cH:18][cH:19][cH:20][cH:21][c:22]32)[cH:23][c:24]([Cl:27])[cH:25][cH:26]1. Run at temperature 70 celsius, time 3 hour. Yield: 77.7%. The product is C(CCC)C1(C(C2=CC=CC(=C2CC1)OCC1=NC2=CC=CC=C2C=C1)O)CCCC ((+)-2,2-dibutyl-5-(2-quinolylmethoxy)-1,2,3,4-tetrahydro-1-naphtol). Reaction SMILES: [CH2:1]([C:5]1([CH2:17][CH2:18][CH2:19][CH3:20])[CH2:14][CH2:13][C:12]2[C:7](=[CH:8][CH:9]=[CH:10][C:11]=2[OH:15])[CH:6]1[OH:16])[CH2:2][CH2:3][CH3:4].Cl[CH2:22][C:23]1[CH:32]=[CH:31][C:30]2[C:25](=[CH:26][CH:27]=[CH:28][CH:29]=2)[N:24]=1.C(=O)([O-])[O-].[K+].[K+]>CN(C)C=O.[Cl-].[Na+].O>[CH2:1]([C:5]1([CH2:17][CH2:18][CH2:19][CH3:20])[CH2:14][CH2:13][C:12]2[C:7](=[CH:8][CH:9]=[CH:10][C:11]=2[O:15][CH2:22][C:23]2[CH:32]=[CH:31][C:30]3[C:25](=[CH:26][CH:27]=[CH:28][CH:29]=3)[N:24]=2)[CH:6]1[OH:16])[CH2:2][CH2:3][CH3:4] |f:2.3.4,6.7.8|. Solvent: CN(C=O)C (N,N-dimethylformamide), [Cl-].[Na+].O (brine). Reported procedure: A mixture of (+)2,2-dibutyl-5-hydroxy-1,2,3,4-tetrahydro-1-naphtol(138mg), 2-chloromethylquinoline(89mg) and potassium carbonate(138mg) in N,N-dimethylformamide(1 ml) was stirred at 70° C. for 3 hours. The cooled mixture was poured into brine(10ml). The separated oil was extracted with brine(5 ml X 3). The combined organic layers were washed with brine(5 ml), dried over magnesium sulfate and concentrated in vacuo. The residue was purified by columnchromatography on silica gel(elution by 15% ethy... The reactants are C(CCC)C1(C(C2=CC=CC(=C2CC1)O)O)CCCC ((+)2,2-dibutyl-5-hydroxy-1,2,3,4-tetrahydro-1-naphtol), ClCC1=NC2=CC=CC=C2C=C1 (2-chloromethylquinoline), C([O-])([O-])=O.[K+].[K+] (potassium carbonate). Reactants: CCCCO, [K+], [OH-], S=C=S. The product is [K+], CCCCOC(=S)[S-]. As a reaction SMILES: [CH2:6]([CH2:7][CH2:8][CH3:9])[OH:10].[K+:5].[OH-:4].[S:1]=[C:2]=[S:3]>>[K+:5].[S-:1][C:2](=[S:3])[O:10][CH2:6][CH2:7][CH2:8][CH3:9]. Starting materials: O=C1NC(=O)c2ccccc21, CN(C)C=O, O=C(NC1N=C(c2ccccc2)c2ccccc2N(CCOCCCl)C1=O)c1cc2ccccc2[nH]1, [K], O. Product: O=C(NC1N=C(c2ccccc2)c2ccccc2N(CCOCCN2C(=O)c3ccccc3C2=O)C1=O)c1cc2ccccc2[nH]1. As a reaction SMILES: [C:37]1(=[O:47])[c:38]2[c:39]([cH:43][cH:44][cH:45][cH:46]2)[C:40](=[O:42])[NH:41]1.[CH3:49][N:50]([CH3:51])[CH:52]=[O:53].[Cl:1][CH2:2][CH2:3][O:4][CH2:5][CH2:6][N:7]1[C:8](=[O:36])[CH:9]([NH:24][C:25](=[O:26])[c:27]2[nH:28][c:29]3[cH:30][cH:31][cH:32][cH:33][c:34]3[cH:35]2)[N:10]=[C:11]([c:18]2[cH:19][cH:20][cH:21][cH:22][cH:23]2)[c:12]2[c:13]1[cH:14][cH:15][cH:16][cH:17]2.[K:48].[OH2:54]>>[CH2:2]([CH2:3][O:4][CH2:5][CH2:6][N:7]1[C:8](=[O:36])[CH:9]([NH:24][C:25](=[O:26])[c:27]2[nH:28][c:29]3[cH:30][cH:31][cH:32][cH:33][c:34]3[cH:35]2)[N:10]=[C:11]([c:18]2[cH:19][cH:20][cH:21][cH:22][cH:23]2)[c:12]2[c:13]1[cH:14][cH:15][cH:16][cH:17]2)[N:41]1[C:37](=[O:47])[c:38]2[c:39]([cH:43][cH:44][cH:45][cH:46]2)[C:40]1=[O:42].